describe an organic reaction: reactants, conditions, products, and yield From a dataset of the Open Reaction Database (ORD), a public repository of structured organic reaction records. The reactants are ClC1=CC=C(C=C1)C1=NC=2C(=NC=CC2)N1CC(=O)O (2-(4-chlorophenyl)-3H-imidazo[4,5-b]pyridine-3-acetic acid), C(=O)(N1C=NC=C1)N1C=NC=C1 (1,1'carbonyldiimidazole), NC1CN(N(C1)CC)CC (4-amino-1,2-diethyl-pyrazolidine). The solvent is O1CCCC1 (tetrahydrofuran), O1CCCC1 (tetrahydrofuran). Reaction conditions: time 2 hour. Product: O.Cl.ClC1=CC=C(C=C1)C1=NC=2C(=NC=CC2)N1CC(=O)NC1CN(N(C1)CC)CC (2-(4-Chlorophenyl)-N-(1,2-diethyl-4-pyrazolidinyl)-3H-imidazo[4,5-b]pyridine-3-acetamide hydrochloride hydrate). Yield: 118.0%. As a reaction SMILES: [Cl:1][C:2]1[CH:7]=[CH:6][C:5]([C:8]2[N:16]([CH2:17][C:18]([OH:20])=[O:19])[C:11]3=[N:12][CH:13]=[CH:14][CH:15]=[C:10]3[N:9]=2)=[CH:4][CH:3]=1.C(N1C=CN=C1)(N1C=CN=C1)=O.[NH2:33][CH:34]1[CH2:38][N:37]([CH2:39][CH3:40])[N:36]([CH2:41][CH3:42])[CH2:35]1>O1CCCC1>[OH2:19].[ClH:1].[Cl:1][C:2]1[CH:3]=[CH:4][C:5]([C:8]2[N:16]([CH2:17][C:18]([NH:33][CH:34]3[CH2:38][N:37]([CH2:39][CH3:40])[N:36]([CH2:41][CH3:42])[CH2:35]3)=[O:20])[C:11]3=[N:12][CH:13]=[CH:14][CH:15]=[C:10]3[N:9]=2)=[CH:6][CH:7]=1 |f:4.5.6|. Procedure details: A suspension of 2-(4-chlorophenyl)-3H-imidazo[4,5-b]pyridine-3-acetic acid (5.0 g, 0.0174 mole), 1,1'carbonyldiimidazole (2.82 g, 0.0174 mole) and dry tetrahydrofuran (100 ml) was stirred at room temperature for two hours with nitrogen bubbling through it. A solution of 4-amino-1,2-diethyl-pyrazolidine (7.5 g, 0.0522 mole) in tetrahydrofuran (6 ml) was added and the reaction mixture was stirred at room temperature overnight under nitrogen. The reaction mixture was evaporated under reduced pressu... Starting materials: CC(C)(OC(=O)OCC1=CC=C(C=C1)[N+](=O)[O-])[C@@H]1C(N[C@@H]1CC=O)=O ((3R,4R)-3-[1-methyl-1-(4-nitrobenzyloxycarbonyloxy)ethyl]-4-(2-oxoethyl)azetidin-2-one), CC(=O)C.OS(=O)(=O)O.O=[Cr](=O)=O (Jones reagent), C(C)(C)O (isopropyl alcohol). The solvent is CC(=O)C (acetone). Conditions: temperature 0 celsius, time 30 minute. Yields the product CC(C)(OC(=O)OCC1=CC=C(C=C1)[N+](=O)[O-])[C@H]1[C@H](NC1=O)CC(=O)O ({(2R,3R)-3-[1-methyl-1-(4-nitrobenzyloxycarbonyloxy)ethyl]-4-oxo-azetidin-2-yl}acetic acid). RXN SMILES: [CH3:1][C:2]([C@H:18]1[C@@H:21]([CH2:22][CH:23]=[O:24])[NH:20][C:19]1=[O:25])([O:4][C:5]([O:7][CH2:8][C:9]1[CH:14]=[CH:13][C:12]([N+:15]([O-:17])=[O:16])=[CH:11][CH:10]=1)=[O:6])[CH3:3].CC(C)=[O:28].OS(O)(=O)=O.O=[Cr](=O)=O.C(O)(C)C>CC(C)=O>[CH3:3][C:2]([C@@H:18]1[C:19](=[O:25])[NH:20][C@@H:21]1[CH2:22][C:23]([OH:28])=[O:24])([O:4][C:5]([O:7][CH2:8][C:9]1[CH:10]=[CH:11][C:12]([N+:15]([O-:17])=[O:16])=[CH:13][CH:14]=1)=[O:6])[CH3:1] |f:1.2.3|. Procedure: To a solution of (3R,4R)-3-[1-methyl-1-(4-nitrobenzyloxycarbonyloxy)ethyl]-4-(2-oxoethyl)azetidin-2-one (9 mg) in acetone (1 ml) was added 2 N Jones reagent (60 μl) at 0° C. and the mixture was stirred at 0° C. for 30 minutes. After addition of isopropyl alcohol (100 μl), the mixture was evaporated in vacuo. The residue was taken up in chloroform (20 ml) and washed with brine. The aqueous layer was extracted with chloroform (5 ml). The combined organic layers were washed with aqueous saturated s... Reactants: CCN(C(C)C)C(C)C, Clc1nc(Cl)c2c(n1)CCS2, CC(C)(O)C(N)c1ccc(F)cc1, C1COCCO1. Yields the product CC(C)(O)C(Nc1nc(Cl)nc2c1SCC2)c1ccc(F)cc1. As a reaction SMILES: [CH:25]([N:26]([CH:27]([CH3:28])[CH3:29])[CH2:30][CH3:31])([CH3:32])[CH3:33].[Cl:1][c:2]1[n:3][c:4]([Cl:11])[c:5]2[c:6]([n:7]1)[CH2:8][CH2:9][S:10]2.[NH2:12][CH:13]([C:14]([CH3:15])([OH:16])[CH3:17])[c:18]1[cH:19][cH:20][c:21]([F:24])[cH:22][cH:23]1.[O:34]1[CH2:35][CH2:36][O:37][CH2:38][CH2:39]1>>[Cl:1][c:2]1[n:3][c:4]([NH:12][CH:13]([C:14]([CH3:15])([OH:16])[CH3:17])[c:18]2[cH:19][cH:20][c:21]([F:24])[cH:22][cH:23]2)[c:5]2[c:6]([n:7]1)[CH2:8][CH2:9][S:10]2. Starting materials: CC=1NC2=CC=C(C=C2C1)NC1=C2C(=NC=C1)C=C(S2)C(=O)O (7-(2-methyl-1H-indol-5-ylamino)-thieno[3,2-b]pyridine-2-carboxylic acid), N1[C@H](CCC1)C(C)(C)O ((R)-2-pyrrolidin-2-yl-propan-2-ol). Product: OC(C)(C)[C@@H]1N(CCC1)C(=O)C1=CC2=NC=CC(=C2S1)NC=1C=C2C=C(NC2=CC1)C ((2R)-[2-(1-Hydroxy-1-methyl-ethyl)-pyrrolidin-1-yl]-[7-(2-methyl-1H-indol-5-ylamino)-thieno[3,2-b]pyridin-2-yl]-methanone). Reaction SMILES: [CH3:1][C:2]1[NH:3][C:4]2[C:9]([CH:10]=1)=[CH:8][C:7]([NH:11][C:12]1[CH:17]=[CH:16][N:15]=[C:14]3[CH:18]=[C:19]([C:21]([OH:23])=O)[S:20][C:13]=13)=[CH:6][CH:5]=2.[NH:24]1[CH2:28][CH2:27][CH2:26][C@@H:25]1[C:29]([OH:32])([CH3:31])[CH3:30]>>[OH:32][C:29]([C@H:25]1[CH2:26][CH2:27][CH2:28][N:24]1[C:21]([C:19]1[S:20][C:13]2[C:14](=[N:15][CH:16]=[CH:17][C:12]=2[NH:11][C:7]2[CH:6]=[C:5]3[C:4](=[CH:9][CH:8]=2)[NH:3][C:2]([CH3:10])=[CH:1]3)[CH:18]=1)=[O:23])([CH3:31])[CH3:30]. Procedure: The title compound was prepared from 7-(2-methyl-1H-indol-5-ylamino)-thieno[3,2-b]pyridine-2-carboxylic acid and (R)-2-pyrrolidin-2-yl-propan-2-ol by a procedure analogous to Example 21B. MS: 435.2; HPLC Rf: 4.656 min.; HPLC purity: 97%. Reactants: O=P1OC2=C(C(C3=C(O1)C(=CC(=C3)C(C)(C)C)C(C)(C)C)C)C=C(C=C2C(C)(C)C)C(C)(C)C (6-Oxo-2,4,8,10-tetra-tert-butyl-12-methyl-dibenzo[d,g][1,3,2]dioxaphosphocin), [H-].[Na+] (sodium hydride), ClP1OC2=C(C(C3=C(O1)C(=CC(=C3)C(C)(C)C)C(C)(C)C)C)C=C(C=C2C(C)(C)C)C(C)(C)C (6-Chloro-2,4,8,10-tetra-tert-butyl-12-methyl-dibenzo[d,g][1,3,2]dioxaphosphocin). Run in O1CCCC1 (tetrahydrofuran). Reaction conditions: time 14 hour. The product is C(C)(C)(C)C1=CC2=C(OP(OC3=C(C2C)C=C(C=C3C(C)(C)C)C(C)(C)C)OP3OC2=C(C(C4=C(O3)C(=CC(=C4)C(C)(C)C)C(C)(C)C)C)C=C(C=C2C(C)(C)C)C(C)(C)C)C(=C1)C(C)(C)C (6-{[2,4,8,10-Tetra-tert-butyl-12-methyl-dibenzo[d,g][1,3,2]dioxaphosphocin-6-yl]oxy}-2,4,8,10-tetra-tert-butyl-12-methyl-dibenzo[d,g][1,3,2]dioxaphosphocin). Reaction SMILES: [O:1]=[PH:2]1[O:9][C:8]2[C:10]([C:18]([CH3:21])([CH3:20])[CH3:19])=[CH:11][C:12]([C:14]([CH3:17])([CH3:16])[CH3:15])=[CH:13][C:7]=2[CH:6]([CH3:22])[C:5]2[CH:23]=[C:24]([C:31]([CH3:34])([CH3:33])[CH3:32])[CH:25]=[C:26]([C:27]([CH3:30])([CH3:29])[CH3:28])[C:4]=2[O:3]1.[H-].[Na+].Cl[P:38]1[O:45][C:44]2[C:46]([C:54]([CH3:57])([CH3:56])[CH3:55])=[CH:47][C:48]([C:50]([CH3:53])([CH3:52])[CH3:51])=[CH:49][C:43]=2[CH:42]([CH3:58])[C:41]2[CH:59]=[C:60]([C:67]([CH3:70])([CH3:69])[CH3:68])[CH:61]=[C:62]([C:63]([CH3:66])([CH3:65])[CH3:64])[C:40]=2[O:39]1>O1CCCC1>[C:14]([C:12]1[CH:11]=[C:10]([C:18]([CH3:19])([CH3:20])[CH3:21])[C:8]2[O:9][P:2]([O:1][P:38]3[O:45][C:44]4[C:46]([C:54]([CH3:55])([CH3:56])[CH3:57])=[CH:47][C:48]([C:50]([CH3:53])([CH3:51])[CH3:52])=[CH:49][C:43]=4[CH:42]([CH3:58])[C:41]4[CH:59]=[C:60]([C:67]([CH3:68])([CH3:70])[CH3:69])[CH:61]=[C:62]([C:63]([CH3:66])([CH3:65])[CH3:64])[C:40]=4[O:39]3)[O:3][C:4]3[C:26]([C:27]([CH3:30])([CH3:29])[CH3:28])=[CH:25][C:24]([C:31]([CH3:33])([CH3:32])[CH3:34])=[CH:23][C:5]=3[CH:6]([CH3:22])[C:7]=2[CH:13]=1)([CH3:17])([CH3:15])[CH3:16] |f:1.2|. Reported procedure: To a solution of 17.3 g (36 mmol) of the compound of Example 8 in 250 mL of dry tetrahydrofuran (THF) is added 1.0 g (41 mmol) of sodium hydride at 3° C. After the addition is complete, the reaction mixture is allowed to warm to room temperature. The reaction mixture is stirred for 14 hours at ambient temperature. To the reaction mixture is then added 14.8 g(29 mmol) of the compound of Example 7 at ambient temperature. After 48 hours, the reaction mixture is filtered and the filtrate is concentr... The reactants are [H-].[Al+3].[Li+].[H-].[H-].[H-] (Lithium aluminum hydride), [Cl-].[NH4+] (ammonium chloride), CN(C=C(C(=O)OCC)[N+]#[C-])C (Ethyl 3-(dimethylamino)-2-isocyanoacrylate), C(C)C1CCC(CC1)N (4-ethylcyclohexylamine). Run in C(C)OCC (diethyl ether), S(=O)(=O)([O-])[O-].[Na+].[Na+] (sodium sulfate), O1CCCC1 (tetrahydrofuran), O1CCCC1 (tetrahydrofuran). Run at temperature 70 celsius, time 4.5 hour. Product: C(C)C1CCC(CC1)N1C=NC(=C1)CO ([1-(4-Ethylcyclohexyl)-1H-imidazol-4-yl]methanol). The yield is 54.5%. RXN SMILES: C[N:2]([CH3:12])[CH:3]=[C:4]([N+:10]#[C-:11])[C:5]([O:7]CC)=O.[Cl-].[NH4+].[H-].[Al+3].[Li+].[H-].[H-].[H-].[CH2:21]([CH:23]1[CH2:28][CH2:27]C(N)[CH2:25][CH2:24]1)[CH3:22]>O1CCCC1.C(OCC)C.S([O-])([O-])(=O)=O.[Na+].[Na+]>[CH2:21]([CH:23]1[CH2:28][CH2:27][CH:12]([N:2]2[CH:3]=[C:4]([CH2:5][OH:7])[N:10]=[CH:11]2)[CH2:25][CH2:24]1)[CH3:22] |f:1.2,3.4.5.6.7.8,12.13.14|. Reported procedure: Ethyl 3-(dimethylamino)-2-isocyanoacrylate (2.00 g) was dissolved in 4-ethylcyclohexylamine (3.37 g), and the solution was stirred at 70° C. for 4.5 hours. To the reaction solution, saturated aqueous ammonium chloride was added, and organic matter was extracted with ethyl acetate. The organic layer was dried over anhydrous sodium sulfate and filtered, and the solvent was distilled off under reduced pressure to obtain a crude product. Lithium aluminum hydride (92%, 0.490 g) was suspended in tetra... Reactants: COC1=C(C(=O)OC)C=CC(=C1)OC1CN(CC1)C(=O)OC(C)(C)C (Methyl 2-methoxy-4-(1-tert-butyloxycarbonyl-3-pyrrolidinyloxy)-benzoate), [OH-].[Na+] (NaOH), C(CC(O)(C(=O)O)CC(=O)O)(=O)O (citric acid). Run in CO (methanol). Product: COC1=C(C(=O)O)C=CC(=C1)OC1CN(CC1)C(=O)OC(C)(C)C (2-methoxy-4-(1-tert-butyloxycarbonyl-3-pyrrolidinyloxy)benzoic acid). Reaction SMILES: [CH3:1][O:2][C:3]1[CH:12]=[C:11]([O:13][CH:14]2[CH2:18][CH2:17][N:16]([C:19]([O:21][C:22]([CH3:25])([CH3:24])[CH3:23])=[O:20])[CH2:15]2)[CH:10]=[CH:9][C:4]=1[C:5]([O:7]C)=[O:6].[OH-].[Na+].C(O)(=O)CC(CC(O)=O)(C(O)=O)O>CO>[CH3:1][O:2][C:3]1[CH:12]=[C:11]([O:13][CH:14]2[CH2:18][CH2:17][N:16]([C:19]([O:21][C:22]([CH3:25])([CH3:24])[CH3:23])=[O:20])[CH2:15]2)[CH:10]=[CH:9][C:4]=1[C:5]([OH:7])=[O:6] |f:1.2|. Reported procedure: To a stirred solution of methyl 2-methoxy-4-(1-tert-butyloxycarbonyl-3-pyrrolidinyloxy)benzoate from Step 2 above (2.26 g, 6.43 mmol) in methanol (25 mL) was added 2N NaOH (16 mL, 32.2 mmol). The reaction mixture was refluxed for 30 minutes and cooled in a ice water bath. The solution was acidified with 5% citric acid, then the solvent was evaporated under reduced pressure. The residue was dissolved in ethyl acetate and washed with water (2×75 mL). The organic layer was dried (MgSO4), filtered, ... Reactants: ClC1=NC=CC(=C1)C(=O)NC1=C(C=CC(=C1)NC(=O)C1=CC(=NC=C1)N1CCOCC1)C (2-chloro-N-[2-methyl-5-(2-morpholinopyrid-4-ylcarbonylamino)phenyl]pyridine-4-carboxamide), CN(CCCNC)C (N-(3-dimethylaminopropyl)-N-methylamine). Yields the product CN(CCCN(C)C1=NC=CC(=C1)C(=O)NC1=C(C=CC(=C1)NC(=O)C1=CC(=NC=C1)N1CCOCC1)C)C (2-[N-(3-dimethylaminopropyl)-N-methylamino]-N-[2-methyl-5-(2-morpholinopyrid-4-ylcarbonylamino)phenyl]pyridine-4-carboxamide). The yield is 56.0%. RXN SMILES: Cl[C:2]1[CH:7]=[C:6]([C:8]([NH:10][C:11]2[CH:16]=[C:15]([NH:17][C:18]([C:20]3[CH:25]=[CH:24][N:23]=[C:22]([N:26]4[CH2:31][CH2:30][O:29][CH2:28][CH2:27]4)[CH:21]=3)=[O:19])[CH:14]=[CH:13][C:12]=2[CH3:32])=[O:9])[CH:5]=[CH:4][N:3]=1.[CH3:33][N:34]([CH3:40])[CH2:35][CH2:36][CH2:37][NH:38][CH3:39]>>[CH3:33][N:34]([CH3:40])[CH2:35][CH2:36][CH2:37][N:38]([C:2]1[CH:7]=[C:6]([C:8]([NH:10][C:11]2[CH:16]=[C:15]([NH:17][C:18]([C:20]3[CH:25]=[CH:24][N:23]=[C:22]([N:26]4[CH2:27][CH2:28][O:29][CH2:30][CH2:31]4)[CH:21]=3)=[O:19])[CH:14]=[CH:13][C:12]=2[CH3:32])=[O:9])[CH:5]=[CH:4][N:3]=1)[CH3:39]. Reported procedure: Using an analogous procedure to that described in Example 21, 2-chloro-N-[2-methyl-5-(2-morpholinopyrid-4-ylcarbonylamino)phenyl]pyridine-4-carboxamide was reacted with N-(3-dimethylaminopropyl)-N-methylamine to give the title compound in 56% yield; Mass Spectrum: M+H+ 532.